This data is from the Open Reaction Database (ORD), a public repository of structured organic reaction records. The task is: describe an organic reaction: reactants, conditions, products, and yield Reactants: CC(C)(C)O, CC(=O)c1cnc(Cl)c(Cl)c1, C[S-], [Na+], O. Yields the product CSc1ncc(C(C)=O)cc1Cl. As a reaction SMILES: [C:15]([OH:16])([CH3:17])([CH3:18])[CH3:19].[C:1]([CH3:2])(=[O:3])[c:4]1[cH:5][c:6]([Cl:11])[c:7]([Cl:10])[n:8][cH:9]1.[CH3:12][S-:13].[Na+:14].[OH2:20]>>[C:1]([CH3:2])(=[O:3])[c:4]1[cH:5][c:6]([Cl:11])[c:7]([S:13][CH3:12])[n:8][cH:9]1. Yields the product O=[N+]([O-])c1cccc(S(=O)(=O)NOC2CCCC2)c1. RXN SMILES: [CH:1]1([O:6][N:7]2[C:8](=[O:9])[c:10]3[c:11]([cH:12][cH:13][cH:14][cH:15]3)[C:16]2=[O:17])[CH2:2][CH2:3][CH2:4][CH2:5]1.[CH:33]([N:34]([CH2:35][CH3:36])[CH:37]([CH3:38])[CH3:39])([CH3:40])[CH3:41].[N+:20](=[O:21])([O-:22])[c:23]1[cH:24][c:25]([S:29](=[O:30])(=[O:31])[Cl:32])[cH:26][cH:27][cH:28]1.[NH2:18][NH2:19].[O:42]1[CH2:43][CH2:44][CH2:45][CH2:46]1>>[CH:1]1([O:6][NH:7][S:29]([c:25]2[cH:24][c:23]([N+:20](=[O:21])[O-:22])[cH:28][cH:27][cH:26]2)(=[O:30])=[O:31])[CH2:2][CH2:3][CH2:4][CH2:5]1. The reactants are O=C1c2ccccc2C(=O)N1OC1CCCC1, CCN(C(C)C)C(C)C, O=[N+]([O-])c1cccc(S(=O)(=O)Cl)c1, NN, C1CCOC1. The reactants are C(C)O[Si](CCCOC1=CC(=C(C(=O)C2=CC=CC=C2)C=C1)O)(OCC)OCC (4-(3'-triethoxysilylpropoxy)-2-hydroxybenzophenone). The solvent is C(C)O.O (ethanol water). Product: OC1=C(C(=O)C2=CC=CC=C2)C=CC(=C1)O (2,4-dihydroxybenzophenone). Reaction SMILES: C(O[Si](OCC)(OCC)CCC[O:8][C:9]1[CH:22]=[CH:21][C:12]([C:13]([C:15]2[CH:20]=[CH:19][CH:18]=[CH:17][CH:16]=2)=[O:14])=[C:11]([OH:23])[CH:10]=1)C>C(O)C.O>[OH:23][C:11]1[CH:10]=[C:9]([OH:8])[CH:22]=[CH:21][C:12]=1[C:13]([C:15]1[CH:20]=[CH:19][CH:18]=[CH:17][CH:16]=1)=[O:14] |f:1.2|. Procedure: A mixture of 12.495 grams of recrystallized 4-allyloxy-2-hydroxybenzophenone (AHBP), 8.215 grams of triethoxysilane and 0.20 grams of the platinum substituted silica gel of Example 1 was heated at 90° C. It was found that the AHBP melted around 55° C. The reaction mixture became yellow and homogeneous. The temperature of the reaction mixture then quickly rose to 130° C. and then dropped to 90° C. After heating the mixture of an additional hour at about 90° C., the mixture was allowed to cool to ... Starting materials: CC1=C(C(=CC=C1)C)NCC(=O)NN (alpha-(2,6-dimethylphenyl-amino)acethydrazide), Cl.C(C)(OCC)=N (ethyl actimidate hydrochloride). Run in N1=CC=CC=C1 (pyridine). Yields the product CC1=C(C(=CC=C1)C)NCC=1OC(=NN1)C (2-(2,6-dimethylphenylaminomethyl)-5-methyl-1,3,4-oxadiazole). Yield: 34.1%. As a reaction SMILES: [CH3:1][C:2]1[CH:7]=[CH:6][CH:5]=[C:4]([CH3:8])[C:3]=1[NH:9][CH2:10][C:11]([NH:13][NH2:14])=[O:12].Cl.[C:16](=N)(OCC)[CH3:17]>N1C=CC=CC=1>[CH3:1][C:2]1[CH:7]=[CH:6][CH:5]=[C:4]([CH3:8])[C:3]=1[NH:9][CH2:10][C:11]1[O:12][C:16]([CH3:17])=[N:14][N:13]=1 |f:1.2|. Procedure details: A solution of 19.3 g (0.1 mol) alpha-(2,6-dimethylphenyl-amino)acethydrazide and 14 g (0.11 mol) ethyl actimidate hydrochloride (Aldrich Chemical Co.) in 150 ml pyridine was heated under reflux for 9 hours. The reaction mixture was filtered and the filtrate was evaporated under reduced pressure to give an oil. The oil was placed on 400 g silica gel in a chromatography column and eluted the following solvent systems: (1) petroleum ether, (2) petroleum ether/ethyl ether, (3) ethyl ether, and (4) e... Reactants: C(C)OC(=O)N1CC=2C(=C(C=NC2CC1)C(=O)OCC)Cl (ethyl 6-ethoxycarbonyl-4-chloro-5,6,7,8-tetrahydro[1,6]naphthyridine-3-carboxylate), ClC1=CC=C(C=C1)NN (p-chlorophenylhydrazine). The solvent is C(CCC)O (n-butanol). The product is C(C)OC(=O)N1CC=2C=3C(=CNC2CC1)C(N(N3)C3=CC=C(C=C3)Cl)=O (8-ethoxycarbonyl-2-p-chlorophenyl-2,3,6,7,8,9-hexahydropyrazolo[4,3-c][1,6]naphthyridine-3(5H)-one). RXN SMILES: [CH2:1]([O:3][C:4]([N:6]1[CH2:15][CH2:14][C:13]2[N:12]=[CH:11][C:10]([C:16]([O:18]CC)=O)=[C:9](Cl)[C:8]=2[CH2:7]1)=[O:5])[CH3:2].[Cl:22][C:23]1[CH:28]=[CH:27][C:26]([NH:29][NH2:30])=[CH:25][CH:24]=1>C(O)CCC>[CH2:1]([O:3][C:4]([N:6]1[CH2:15][CH2:14][C:13]2[NH:12][CH:11]=[C:10]3[C:16](=[O:18])[N:29]([C:26]4[CH:27]=[CH:28][C:23]([Cl:22])=[CH:24][CH:25]=4)[N:30]=[C:9]3[C:8]=2[CH2:7]1)=[O:5])[CH3:2]. Procedure: A mixture of 3 g of ethyl 6-ethoxycarbonyl-4-chloro-5,6,7,8-tetrahydro[1,6]naphthyridine-3-carboxylate (Example 1c) and 1.4 g of p-chlorophenylhydrazine in 100 mL of n-butanol is stirred and heated at reflux under nitrogen atmosphere for 20 hours, then cooled. Solid is collected and washed successively with n-butanol, then with ether. Solid is then dried in a vacuum oven at 80° for 24 hours obtaining 8-ethoxycarbonyl-2-p-chlorophenyl-2,3,6,7,8,9-hexahydropyrazolo[4,3-c][1,6]naphthyridine-3(5H)-o... Starting materials: COC1=CC=C(CN2N=C(C=3C2=NC=CC3Cl)C)C=C1 (1-(4-methoxybenzyl)-4-chloro-3-methyl-1H-pyrazolo[3,4-b]pyridine), NC=1SC2=C(N1)C=CC(=C2)O (2-aminobenzo[d]thiazol-6-ol), BrC1=CC=CC=C1 (bromobenzene). The reagents and catalysts are CN(C1=CC=NC=C1)C (N,N-dimethylpyridin-4-amine). Conditions: temperature 150 celsius. The product is CC1=NNC2=NC=CC(=C21)OC2=CC1=C(N=C(S1)N)C=C2 (6-(3-methyl-1H-pyrazolo[3,4-b]pyridin-4-yloxy)benzo[d]thiazol-2-amine). Reaction SMILES: COC1C=CC(C[N:8]2[C:12]3=[N:13][CH:14]=[CH:15][C:16](Cl)=[C:11]3[C:10]([CH3:18])=[N:9]2)=CC=1.[NH2:21][C:22]1[S:23][C:24]2[CH:30]=[C:29]([OH:31])[CH:28]=[CH:27][C:25]=2[N:26]=1.BrC1C=CC=CC=1>CN(C)C1C=CN=CC=1>[CH3:18][C:10]1[C:11]2[C:12](=[N:13][CH:14]=[CH:15][C:16]=2[O:31][C:29]2[CH:28]=[CH:27][C:25]3[N:26]=[C:22]([NH2:21])[S:23][C:24]=3[CH:30]=2)[NH:8][N:9]=1. Procedure: A 20 mL sealable tube was charged with 1-(4-methoxybenzyl)-4-chloro-3-methyl-1H-pyrazolo[3,4-b]pyridine (0.500 g, 1.74 mmol; prepared according to the procedure of Example 43, Step E), 2-aminobenzo[d]thiazol-6-ol (0.433 g, 2.61 mmol), N,N-dimethylpyridin-4-amine (0.0425 g, 0.348 mmol), and bromobenzene (4 mL). The reaction mixture was heated under nitrogen to 150° C. for 12 hours, then cooled to room temperature and concentrated under reduced pressure. The crude material was used directly in nex...